This data is from the Open Reaction Database (ORD), a public repository of structured organic reaction records. The task is: describe an organic reaction: reactants, conditions, products, and yield The reactants are 1,2-epoxy-3-(5-substituted aminocarbonylthiazole-2-yloxy)propane, C(C)S(=O)C=1SC(=CN1)C(=O)NCCC1C2CCC1CC2 (2-ethylsulfinyl-5-[2-(bicyclo[2.2.1]hept-7-yl)ethylaminocarbonyl]thiazole), [H-].[Na+] (sodium hydride), C1C(O1)CO (glycidol). Solvent: O1CCCC1 (tetrahydrofuran), O1CCCC1 (tetrahydrofuran). Reaction conditions: temperature -5 celsius, time 10 minute. The product is O1CC1COC=1SC(=CN1)C(=O)NCCC1C2CCC1CC2 (1,2-epoxy-3-(5-[2-(bicyclo[2.2.1]hept-7-yl)ethylaminocarbonyl]thiazol-2-yloxy)propane). As a reaction SMILES: [H-].[Na+].[CH2:3]1[O:5][CH:4]1[CH2:6][OH:7].C(S([C:12]1[S:13][C:14]([C:17]([NH:19][CH2:20][CH2:21][CH:22]2[CH:26]3[CH2:27][CH2:28][CH:23]2[CH2:24][CH2:25]3)=[O:18])=[CH:15][N:16]=1)=O)C>O1CCCC1>[O:5]1[CH:4]([CH2:6][O:7][C:12]2[S:13][C:14]([C:17]([NH:19][CH2:20][CH2:21][CH:22]3[CH:26]4[CH2:25][CH2:24][CH:23]3[CH2:28][CH2:27]4)=[O:18])=[CH:15][N:16]=2)[CH2:3]1 |f:0.1|. Procedure details: This example illustrates the process of the invention for preparing 1,2-epoxy-3-(5-substituted aminocarbonylthiazole-2-yloxy)propane. In this example 0.0525 mole of sodium hydride in a 50% mineral oil mixture is stirred in 300 ml. of anhydrous tetrahydrofuran, under nitrogen, then cooled to -30° C and 0.055 mole of glycidol is added dropwise. The mixture is allowed to warm to -5° C and stirred for 10 minutes and then recooled to -30° C. A solution of 0.05 mole of 2-ethylsulfinyl-5-[2-(bicyclo[2.... Reactants: CC(=O)OC(C)=O, c1ccncc1, NCCCOc1ccc2c(-c3c(-c4ccccn4)nn4c3CCC4)ccnc2c1. Product: CC(=O)NCCCOc1ccc2c(-c3c(-c4ccccn4)nn4c3CCC4)ccnc2c1. As a reaction SMILES: [CH3:30][C:31](=[O:32])[O:33][C:34](=[O:35])[CH3:36].[cH:37]1[cH:38][cH:39][n:40][cH:41][cH:42]1.[n:1]1[c:2](-[c:7]2[c:8](-[c:15]3[cH:16][cH:17][n:18][c:19]4[cH:20][c:21]([O:25][CH2:26][CH2:27][CH2:28][NH2:29])[cH:22][cH:23][c:24]34)[c:9]3[n:10]([n:11]2)[CH2:12][CH2:13][CH2:14]3)[cH:3][cH:4][cH:5][cH:6]1>>[n:1]1[c:2](-[c:7]2[c:8](-[c:15]3[cH:16][cH:17][n:18][c:19]4[cH:20][c:21]([O:25][CH2:26][CH2:27][CH2:28][NH:29][C:31]([CH3:30])=[O:32])[cH:22][cH:23][c:24]34)[c:9]3[n:10]([n:11]2)[CH2:12][CH2:13][CH2:14]3)[cH:3][cH:4][cH:5][cH:6]1. Starting materials: C(CCCCCCCC)O (nonyl alcohol), C(=O)(Cl)Cl (phosgene). Product: 558, ClC(=O)OCCCCCCCCC (nonyl chloroformate). Reaction SMILES: [CH2:1]([OH:10])[CH2:2][CH2:3][CH2:4][CH2:5][CH2:6][CH2:7][CH2:8][CH3:9].[C:11](Cl)([Cl:13])=[O:12]>>[Cl:13][C:11]([O:10][CH2:1][CH2:2][CH2:3][CH2:4][CH2:5][CH2:6][CH2:7][CH2:8][CH3:9])=[O:12]. Reported procedure: 396 Parts of nonyl alcohol are reacted with phosgene to give 558 parts of nonyl chloroformate as a colourless liquid b.p. 70°-72° C/1 mm. The reactants are BrC=1C=C2C=3N(C(C(NC3C1)=O)=O)[C@@H](CC2)CC(NC2=C(C=C(C=C2)CNC(=O)OC(C)(C)C)C(OC(C)=O)C(=O)OC)=O ((5S)-9-bromo-5-[p-tert-butoxycarbonylaminomethyl-o-(1-methoxycarbonyl-1-acetoxymethyl)phenylcarbamoylmethyl]-6,7-dihydro-1H, 5H-pyrido[1,2,3-de]quinoxaline-2,3-dione), C1CCOC1 (THF), CO (methanol). The solvent is [OH-].[Na+] (sodium hydroxide). Conditions: time 6 hour. Yields the product BrC=1C=C2C=3N(C(C(NC3C1)=O)=O)[C@@H](CC2)CC(NC2=C(C=C(C=C2)CNC(=O)OC(C)(C)C)C(O)C(=O)O)=O ((5S)-9-Bromo-5-[p-tert-butoxycarbonylaminomethyl-o-(1-carboxy-1-hydroxymethyl) phenylcarbamoylmethyl]-6,7-dihydro-1H, 5H-pyrido[1,2,3-de]quinoxaline-2,3-dione). Isolated yield 97.2%. As a reaction SMILES: [Br:1][C:2]1[CH:3]=[C:4]2[CH2:16][CH2:15][C@@H:14]([CH2:17][C:18](=[O:44])[NH:19][C:20]3[CH:25]=[CH:24][C:23]([CH2:26][NH:27][C:28]([O:30][C:31]([CH3:34])([CH3:33])[CH3:32])=[O:29])=[CH:22][C:21]=3[CH:35]([C:40]([O:42]C)=[O:41])[O:36]C(=O)C)[N:6]3[C:7](=[O:13])[C:8](=[O:12])[NH:9][C:10]([CH:11]=1)=[C:5]23.C1COCC1.CO>[OH-].[Na+]>[Br:1][C:2]1[CH:3]=[C:4]2[CH2:16][CH2:15][C@@H:14]([CH2:17][C:18](=[O:44])[NH:19][C:20]3[CH:25]=[CH:24][C:23]([CH2:26][NH:27][C:28]([O:30][C:31]([CH3:34])([CH3:33])[CH3:32])=[O:29])=[CH:22][C:21]=3[CH:35]([C:40]([OH:42])=[O:41])[OH:36])[N:6]3[C:7](=[O:13])[C:8](=[O:12])[NH:9][C:10]([CH:11]=1)=[C:5]23 |f:3.4|. Procedure: A solution of (5S)-9-bromo-5-[p-tert-butoxycarbonylaminomethyl-o-(1-methoxycarbonyl-1-acetoxymethyl)phenylcarbamoylmethyl]-6,7-dihydro-1H, 5H-pyrido[1,2,3-de]quinoxaline-2,3-dione (310 mg, 0.46 mmol) in a mixture of 1N aqueous sodium hydroxide (6 mL), THF (5 mL), and methanol (5 mL) was stirred for 6 h at room temperature. The mixture was concentrated to ca. 6 mL and acidified with 5% aqueous potassium hydrogen sulfate. The precipitates formed were collected and dried to give 276 mg of the title... Starting materials: BrC1=CC(=CC(=C1)F)OCC1=CC(=C(C=C1)OC)OC (1-Bromo-3-(3,4-dimethoxybenzyloxy)-5-fluorobenzene), [Li]CCCC (n-BuLi), solution, CCC(CC)=O (3-pentanone). Run in C1CCOC1 (THF). Conditions: time 30 minute. Product: FC=1C=C(C=C(C1)OCC1=CC(=C(C=C1)OC)OC)C(CC)(CC)O (5-Fluoro-3-(3-hydroxypent-3-yl)[O-(3,4-dimethoxybenzyl)]phenol). As a reaction SMILES: Br[C:2]1[CH:7]=[C:6]([F:8])[CH:5]=[C:4]([O:9][CH2:10][C:11]2[CH:16]=[CH:15][C:14]([O:17][CH3:18])=[C:13]([O:19][CH3:20])[CH:12]=2)[CH:3]=1.[Li]CCCC.[CH3:26][CH2:27][C:28](=[O:31])[CH2:29][CH3:30]>C1COCC1>[F:8][C:6]1[CH:7]=[C:2]([C:28]([OH:31])([CH2:29][CH3:30])[CH2:27][CH3:26])[CH:3]=[C:4]([O:9][CH2:10][C:11]2[CH:16]=[CH:15][C:14]([O:17][CH3:18])=[C:13]([O:19][CH3:20])[CH:12]=2)[CH:5]=1. Procedure details: To a solution of 1-bromo-3-(3,4-dimethoxybenzyloxy)-5-fluorobenzene (Step 1) (1.02 g) in THF (10 mL) at -78° C. was added n-BuLi (1.5 mL of a 2.2M solution) dropwise. After 30 min. 3-pentanone (0.33 mL) was added and after 30 min. the bath was removed and the mixture stirred for 10 min. The reaction mixture was quenched with NH4OAc buffer and extracted with EtOAc. The organics were dried (MgSO4) and concentrated. Chromatography of the residue (silica gel; hexane/EtOAc (3:1) provided the title co... Starting materials: CC(=O)OC(C)=O, COc1ccc(N)c(C)c1, ClCCl. Product: COc1ccc(NC(C)=O)c(C)c1. RXN SMILES: [C:11]([CH3:12])(=[O:13])[O:14][C:15](=[O:16])[CH3:17].[CH3:1][O:2][c:3]1[cH:4][c:5]([CH3:10])[c:6]([NH2:7])[cH:8][cH:9]1.[Cl:18][CH2:19][Cl:20]>>[CH3:1][O:2][c:3]1[cH:4][c:5]([CH3:10])[c:6]([NH:7][C:11]([CH3:12])=[O:13])[cH:8][cH:9]1. Reactants: BrC=1C(N(C(=NC1)NC1=CC=CC=C1)C)=O (5-bromo-3-methyl-2-(phenylamino)pyrimidin-4(3H)-one), FC1=C(C=C(C(=C1)OC)F)B(O)O (2,5-difluoro-4-methoxyphenylboronic acid), [Cl-].[Li+] (lithium chloride). The reagents and catalysts are C=1C=CC(=CC1)[P](C=2C=CC=CC2)(C=3C=CC=CC3)[Pd]([P](C=4C=CC=CC4)(C=5C=CC=CC5)C=6C=CC=CC6)([P](C=7C=CC=CC7)(C=8C=CC=CC8)C=9C=CC=CC9)[P](C=1C=CC=CC1)(C=1C=CC=CC1)C=1C=CC=CC1 (Pd(PPh3)4). Solvent: O1CCOCC1 (dioxane), C(=O)([O-])[O-].[Na+].[Na+] (Na2CO3). Run at temperature 100 celsius, time 15 minute. Product: FC1=C(C=C(C(=C1)OC)F)C=1C(N(C(=NC1)NC1=CC=CC=C1)C)=O (5-(2,5-difluoro-4-methoxyphenyl)-3-methyl-2-(phenylamino)pyrimidin-4(3H)-one). RXN SMILES: Br[C:2]1[C:3](=[O:16])[N:4]([CH3:15])[C:5]([NH:8][C:9]2[CH:14]=[CH:13][CH:12]=[CH:11][CH:10]=2)=[N:6][CH:7]=1.[F:17][C:18]1[CH:23]=[C:22]([O:24][CH3:25])[C:21]([F:26])=[CH:20][C:19]=1B(O)O.[Cl-].[Li+]>O1CCOCC1.C([O-])([O-])=O.[Na+].[Na+].C1C=CC([P]([Pd]([P](C2C=CC=CC=2)(C2C=CC=CC=2)C2C=CC=CC=2)([P](C2C=CC=CC=2)(C2C=CC=CC=2)C2C=CC=CC=2)[P](C2C=CC=CC=2)(C2C=CC=CC=2)C2C=CC=CC=2)(C2C=CC=CC=2)C2C=CC=CC=2)=CC=1>[F:17][C:18]1[CH:23]=[C:22]([O:24][CH3:25])[C:21]([F:26])=[CH:20][C:19]=1[C:2]1[C:3](=[O:16])[N:4]([CH3:15])[C:5]([NH:8][C:9]2[CH:14]=[CH:13][CH:12]=[CH:11][CH:10]=2)=[N:6][CH:7]=1 |f:2.3,5.6.7,^1:47,49,68,87|. Reported procedure: A suspension of 5-bromo-3-methyl-2-(phenylamino)pyrimidin-4(3H)-one (Example 143, Step C, 0.100 g, 0.357 mmol), 2,5-difluoro-4-methoxyphenylboronic acid (0.081 g, 0.428 mmol), Pd(PPh3)4 (0.021 g, 0.018 mmol) and lithium chloride (0.076 g, 1.78 mmol) in dioxane (2 mL) and 2M aqueous Na2CO3 (2 mL) was stirred at 100° C. for 15 minutes. The reaction mixture was cooled to room temperature and then partitioned between EtOAc and H2O. The layers were separated and the aqueous layer was re-extracted wit...